From a dataset of the Open Reaction Database (ORD), a public repository of structured organic reaction records. describe an organic reaction: reactants, conditions, products, and yield Starting materials: C12(CC3CC(CC(C1)C3)C2)C(=O)Cl (1-Adamantanecarbonyl chloride), Cl.C12CNCC(CC1)O2 (8-oxa-3-azabicyclo(3.2.1)octane hydrochloride), [OH-].[Na+] (sodium hydroxide). Run in O (water). Reaction conditions: temperature 30 celsius, time 8 hour. Yields the product C12(CC3CC(CC(C1)C3)C2)C(=O)N2CC3CCC(C2)O3 (3-(1-Adamantanecarbonyl)-8-Oxa-3-Azabicyclo(3.2.1)Octane). RXN SMILES: [C:1]12([C:11](Cl)=[O:12])[CH2:10][CH:5]3[CH2:6][CH:7]([CH2:9][CH:3]([CH2:4]3)[CH2:2]1)[CH2:8]2.Cl.[CH:15]12[O:22][CH:19]([CH2:20][CH2:21]1)[CH2:18][NH:17][CH2:16]2.[OH-].[Na+]>O>[C:1]12([C:11]([N:17]3[CH2:16][CH:15]4[O:22][CH:19]([CH2:20][CH2:21]4)[CH2:18]3)=[O:12])[CH2:10][CH:5]3[CH2:6][CH:7]([CH2:9][CH:3]([CH2:4]3)[CH2:2]1)[CH2:8]2 |f:1.2,3.4|. Procedure details: 1-Adamantanecarbonyl chloride (19.87 grams, 0.1 mole, pulverized) (Aldrich Chemical Co., Inc., Milwaukee, Wisc.) was added to a mixture of 8-oxa-3-azabicyclo(3.2.1)octane hydrochloride (14.96 grams, 0.1 mole) and sodium hydroxide (10 grams) in 300 ml water. The reaction mixture was heated at 30° C. for 3 hours and then left overnight at room temperature. The product (22 grams) was filtered off, washed with water, and finally recrystallized from a blend of about 30% petroleum ether (boiling point... Starting materials: O=C(CCC1=NC=CC=C1)NNC(=O)N1C2=C(OC3=C(C1)C=CC=C3)C=CC(=C2)Cl (8-chlorodibenz[b,f][1,4]oxazepine-10(11H)-carboxylic acid, 2-[1-oxo-3-(2-pyridinyl)propyl]hydrazide), ClC1=CC2=C(OC3=C(CN2C(=O)Cl)C=CC=C3)C=C1 (8-chlorodibenz[b,f][1,4]-oxazepine-10(11H)-carbonyl chloride), product, FC(C(=O)NN)(C(C1=CC=NC=C1)O)F (α,α-difluoro-β-hydroxy-3-(4-pyridinyl)-propanoic acid, hydrazide). Run in Cl (HCl), C(C)(=O)O (acetic acid). The product is ClC1=CC2=C(OC3=C(CN2C(=O)O)C=CC=C3)C=C1 (8-chlorodibenz[b,f][1,4]oxazepine-10(11H)-carboxylic acid), hydrochloride salt. RXN SMILES: O=C(NN[C:13]([N:15]1[CH2:21][C:20]2[CH:22]=[CH:23][CH:24]=[CH:25][C:19]=2[O:18][C:17]2[CH:26]=[CH:27][C:28]([Cl:30])=[CH:29][C:16]1=2)=[O:14])CCC1C=CC=CN=1.FC(F)(C(O)C1C=CN=CC=1)C(NN)=[O:34].ClC1C=CC2OC3C=CC=CC=3CN(C(Cl)=O)C=2C=1>C(O)(=O)C.Cl>[Cl:30][C:28]1[CH:27]=[CH:26][C:17]2[O:18][C:19]3[CH:25]=[CH:24][CH:23]=[CH:22][C:20]=3[CH2:21][N:15]([C:13]([OH:14])=[O:34])[C:16]=2[CH:29]=1. Procedure: The free base of 8-chlorodibenz[b,f][1,4]oxazepine-10(11H)-carboxylic acid, 2-[2,2-difluoro-3-hydroxy-1-oxo-3-(4-1-oxo-3-(4-pyridinyl) propyl]hydrazide (51) was prepared in the same manner as 8-chlorodibenz[b,f][1,4]oxazepine-10(11H)-carboxylic acid, 2-[1-oxo-3-(2-pyridinyl)propyl]hydrazide (6), as described above in Example 6, on a 1.75 mmol scale from α,α-difluoro-β-hydroxy-3-(4-pyridinyl)-propanoic acid, hydrazide (50), prepared in the manner described above in Example 50, and 8-chlorodibenz-... Reactants: CCOC(OCC)N(C)C, Cc1ccccc1, CCO, CC(C)(C)OC(=O)NCCNc1n[nH]c(N)c1C#N. The product is CN(C)C=Nc1[nH]nc(NCCNC(=O)OC(C)(C)C)c1C#N. RXN SMILES: [CH2:20]([O:21][CH:23]([O:22][CH2:27][CH3:28])[N:24]([CH3:25])[CH3:26])[CH3:29].[CH3:30][c:31]1[cH:32][cH:33][cH:34][cH:35][cH:36]1.[CH3:37][CH2:38][OH:39].[NH2:1][c:2]1[c:3]([C:18]#[N:19])[c:4]([NH:7][CH2:8][CH2:9][NH:10][C:11](=[O:12])[O:13][C:14]([CH3:15])([CH3:16])[CH3:17])[n:5][nH:6]1>>[N:1]([c:2]1[c:3]([C:18]#[N:19])[c:4]([NH:7][CH2:8][CH2:9][NH:10][C:11](=[O:12])[O:13][C:14]([CH3:15])([CH3:16])[CH3:17])[n:5][nH:6]1)=[CH:23][N:24]([CH3:25])[CH3:26]. The reactants are [N+](=[N-])=CCC (diazopropane), ClC1=CC=C(C=C1)SC1=NC(NC(S1)=S)=O (2,3-dihydro-6-(4-chlorophenylthio)-2-thioxo-4H-1,3,5-thiadiazin-4-one). The solvent is CCOCC (ether), O1CCCC1 (tetrahydrofuran). The product is C(CC)N1C(SC(=NC1=O)SC1=CC=C(C=C1)Cl)=S (3-propyl-6-(4-chlorophenylthio)-2-thioxo-1,3,5-thiadiazin-4-one). The yield is 66.4%. As a reaction SMILES: [N+:1](=[CH:3][CH2:4][CH3:5])=[N-].[Cl:6][C:7]1[CH:12]=[CH:11][C:10]([S:13][C:14]2[S:19][C:18](=[S:20])N[C:16](=[O:21])[N:15]=2)=[CH:9][CH:8]=1>CCOCC.O1CCCC1>[CH2:3]([N:1]1[C:16](=[O:21])[N:15]=[C:14]([S:13][C:10]2[CH:11]=[CH:12][C:7]([Cl:6])=[CH:8][CH:9]=2)[S:19][C:18]1=[S:20])[CH2:4][CH3:5]. Procedure: A solution of 7.7 g of diazopropane in ether is added in portions to a solution of 28.8 g of 2,3-dihydro-6-(4-chlorophenylthio)-2-thioxo-4H-1,3,5-thiadiazin-4-one in 250 ml of tetrahydrofuran at 22° C. The solvent is distilled off, the residue is taken up in a small amount of methanol, and the precipitate is filtered off under suction, washed with methanol and dried. 21.9 g of 3-propyl-6-(4-chlorophenylthio)-2-thioxo-1,3,5-thiadiazin-4-one are obtained in the form of yellow crystals of melting p... Reactants: FC=1C=C(C=CC1OC1=CC=C(C=C1)F)CO ((3-fluoro-4-(4-fluorophenoxyl)phenyl)methanol), ClC1=NC(N2C(N(CCC2)C(=O)OC(C)(C)C)=C1)=O (tert-butyl 8-chloro-6-oxo-2,3,4,6-tetrahydro-1H-pyrimido[1,6-a]pyrimidine-1-carboxylate). Product: FC=1C=C(COC2=NC(N3C(NCCC3)=C2)=O)C=CC1OC1=CC=C(C=C1)F (8-((3-fluoro-4-(4-fluorophenoxyl)benzyl)oxy)-3,4-dihydro-1H-pyrimido[1,6-a]pyrimidin-6(2H)-one). RXN SMILES: [F:1][C:2]1[CH:3]=[C:4]([CH2:16][OH:17])[CH:5]=[CH:6][C:7]=1[O:8][C:9]1[CH:14]=[CH:13][C:12]([F:15])=[CH:11][CH:10]=1.Cl[C:19]1[CH:35]=[C:23]2[N:24](C(OC(C)(C)C)=O)[CH2:25][CH2:26][CH2:27][N:22]2[C:21](=[O:36])[N:20]=1>>[F:1][C:2]1[CH:3]=[C:4]([CH:5]=[CH:6][C:7]=1[O:8][C:9]1[CH:14]=[CH:13][C:12]([F:15])=[CH:11][CH:10]=1)[CH2:16][O:17][C:19]1[CH:35]=[C:23]2[NH:24][CH2:25][CH2:26][CH2:27][N:22]2[C:21](=[O:36])[N:20]=1. Procedure details: The title compound or its salt was prepared by a procedure similar to that described for E111 starting from (3-fluoro-4-(4-fluorophenoxyl)phenyl)methanol and tert-butyl 8-chloro-6-oxo-2,3,4,6-tetrahydro-1H-pyrimido[1,6-a]pyrimidine-1-carboxylate. Starting materials: C1(CC1)NC=1N=NC(=CC1)C#C (N-cyclopropyl-6-ethynylpyridazin-3-amine), ClC1=C(C=C(C(=O)NC2=CC(=C(C=C2)N2C=NC(=C2)C)C(F)(F)F)C=C1)I (4-chloro-3-iodo-N-(4-(4-methyl-1H-imidazol-1-yl)-3-(trifluoromethyl)phenyl)benzamide), ClC1=C(C=C(C(=O)NC2=CC(=C(C=C2)N2C=NC(=C2)C)C(F)(F)F)C=C1)I (4-chloro-3-iodo-N-(4-(4-methyl-1H-imidazol-1-yl)-3-(trifluoromethyl)phenyl)benzamide). Product: ClC1=C(C=C(C(=O)NC2=CC(=C(C=C2)N2C=NC(=C2)C)C(F)(F)F)C=C1)C#CC=1N=NC(=CC1)NC1CC1 (4-Chloro-3-(2-(6-(cyclopropylamino)pyridazin-3-yl)ethynyl)-N-(4-(4-methyl-1H-imidazol-1-yl)-3-(trifluoromethyl)phenyl)benzamide). As a reaction SMILES: [CH:1]1([NH:4][C:5]2[N:6]=[N:7][C:8]([C:11]#[CH:12])=[CH:9][CH:10]=2)[CH2:3][CH2:2]1.[Cl:13][C:14]1[CH:38]=[CH:37][C:17]([C:18]([NH:20][C:21]2[CH:26]=[CH:25][C:24]([N:27]3[CH:31]=[C:30]([CH3:32])[N:29]=[CH:28]3)=[C:23]([C:33]([F:36])([F:35])[F:34])[CH:22]=2)=[O:19])=[CH:16][C:15]=1I>>[Cl:13][C:14]1[CH:15]=[CH:16][C:17]([C:18]([NH:20][C:21]2[CH:26]=[CH:25][C:24]([N:27]3[CH:31]=[C:30]([CH3:32])[N:29]=[CH:28]3)=[C:23]([C:33]([F:35])([F:34])[F:36])[CH:22]=2)=[O:19])=[CH:37][C:38]=1[C:12]#[C:11][C:8]1[N:7]=[N:6][C:5]([NH:4][CH:1]2[CH2:3][CH2:2]2)=[CH:10][CH:9]=1. Procedure: The title compound was synthesized from N-cyclopropyl-6-ethynylpyridazin-3-amine and 4-chloro-3-iodo-N-(4-(4-methyl-1H-imidazol-1-yl)-3-(trifluoromethyl)phenyl)benzamide in a manner similar to that described for in Example 1. The intermediate compound 4-chloro-3-iodo-N-(4-(4-methyl-1H-imidazol-1-yl)-3-(trifluoromethyl)phenyl)benzamide was made as for Example 18 (Step 1 to 3) with the spectra below: 1H NMR (300 MHz, DMSO-d6) δ: 10.78 (1H, s), 8.55 (1H, d, J=2.1 Hz), 8.26 (1H, s), 8.22 (1H, s), 8.... Yield: 65.0%. Reaction SMILES: [F:1][C:2]1[C:10]([F:11])=[CH:9][C:8]([I:12])=[CH:7][C:3]=1[C:4]([OH:6])=O.C(N1[CH:24]=[CH:23]N=C1)(N1C=CN=C1)=O.C(O[Si](C)(C)CCC)(=O)[CH2:26][C:27]([O-:29])=[O:28].C1CCN2C(=NCCC2)CC1.[N-]1C=CN=C1.Cl>O1CCCC1>[F:1][C:2]1[C:10]([F:11])=[CH:9][C:8]([I:12])=[CH:7][C:3]=1[C:4](=[O:6])[CH2:26][C:27]([O:29][CH2:23][CH3:24])=[O:28]. Reactants: ice water, Cl (HCl), [N-]1C=NC=C1 (imidazolide), C(CC(=O)[O-])(=O)O[Si](CCC)(C)C (ethyltrimethylsilyl malonate), C1CCC2=NCCCN2CC1 (DBU), ice, FC1=C(C(=O)O)C=C(C=C1F)I (2,3-Difluoro-5-iodobenzoic acid), C(=O)(N1C=NC=C1)N1C=NC=C1 (1,1′-carbonyldiimidazole). Yields the product FC1=C(C=C(C=C1F)I)C(CC(=O)OCC)=O (Ethyl 3-(2,3-Difluoro-5-iodophenyl)-3-oxopropanoate). Procedure: 2,3-Difluoro-5-iodobenzoic acid (Preparation 19, 18.2 g) in tetrahydrofuran (100 mL) at room temperature is treated with 1,1′-carbonyldiimidazole (12.46 g) portion-wise over a one minute period under a nitrogen atmosphere and the mixture is stirred for 6 h. In a separate flask, ethyltrimethylsilyl malonate (14.38 g) in tetrahydrofuran (40 mL) is cooled to 0-5° C. and DBU (11.20 g) is added dropwise over a period of 15 minutes. After 5.5 h, this solution is cannulated into the ice cooled imidazol... The solvent is O1CCCC1 (tetrahydrofuran), O1CCCC1 (tetrahydrofuran). Reaction conditions: time 6 hour. Reactants: C(C)(=O)N1CCN(CC1)C=1C=CC(=NC1)NC(CC1=CC(=C(C=C1)Cl)F)=O (N-(5-(4-acetylpiperazin-1-yl)pyridin-2-yl)-2-(4-chloro-3-fluorophenyl)acetamide), CC1=NC=CC(=C1)[Sn](CCCC)(CCCC)CCCC (2-methyl-4-(tributylstannyl)pyridine), CS(=O)C (DMSO). Reagents/catalysts: C1=CC=C(C=C1)P([C-]2C=CC=C2)C3=CC=CC=C3.C1=CC=C(C=C1)P([C-]2C=CC=C2)C3=CC=CC=C3.Cl[Pd]Cl.[Fe+2] ([1,1′-Bis(diphenylphosphino)ferrocene]dichloropalladium(II)). The solvent is CN(C)C=O (DMF). Reaction conditions: temperature 110 celsius, time 20 hour. The product is C(C)(=O)N1CCN(CC1)C=1C=CC(=NC1)NC(CC1=CC(=C(C=C1)C1=CC(=NC=C1)C)F)=O (N-(5-(4-acetylpiperazin-1-yl)pyridin-2-yl)-2-(3-fluoro-4-(2-methylpyridin-4-yl)phenyl)acetamide). RXN SMILES: [C:1]([N:4]1[CH2:9][CH2:8][N:7]([C:10]2[CH:11]=[CH:12][C:13]([NH:16][C:17](=[O:27])[CH2:18][C:19]3[CH:24]=[CH:23][C:22](Cl)=[C:21]([F:26])[CH:20]=3)=[N:14][CH:15]=2)[CH2:6][CH2:5]1)(=[O:3])[CH3:2].[CH3:28][C:29]1[CH:34]=[C:33]([Sn](CCCC)(CCCC)CCCC)[CH:32]=[CH:31][N:30]=1.CS(C)=O>CN(C=O)C.C1C=CC(P(C2C=CC=CC=2)[C-]2C=CC=C2)=CC=1.C1C=CC(P(C2C=CC=CC=2)[C-]2C=CC=C2)=CC=1.Cl[Pd]Cl.[Fe+2]>[C:1]([N:4]1[CH2:9][CH2:8][N:7]([C:10]2[CH:11]=[CH:12][C:13]([NH:16][C:17](=[O:27])[CH2:18][C:19]3[CH:24]=[CH:23][C:22]([C:33]4[CH:32]=[CH:31][N:30]=[C:29]([CH3:28])[CH:34]=4)=[C:21]([F:26])[CH:20]=3)=[N:14][CH:15]=2)[CH2:6][CH2:5]1)(=[O:3])[CH3:2] |f:4.5.6.7|. Reported procedure: To the mixture of N-(5-(4-acetylpiperazin-1-yl)pyridin-2-yl)-2-(4-chloro-3-fluorophenyl)acetamide 168-2 (80 mg, 0.2 mmol) and 2-methyl-4-(tributylstannyl)pyridine (78 mg, 0.2 mmol) in DMF (0.6 mL) was added [1,1′-Bis(diphenylphosphino)ferrocene]dichloropalladium(II) (33 mg, 0.04 mmol). The reaction was stirred at 110° C. for 20 hours. After cooling down to room temperature, the reaction mixture was diluted into DMSO and purified by reverse-phase HPLC to give N-(5-(4-acetylpiperazin-1-yl)pyridin-... Reactants: C(C1=CC=CC=C1)N1CCN(CC1)CC(=O)N1CCC(CC1)NC(=O)NC1=CC=C(C=C1)OC(F)(F)F (1-(1-(2-(4-Benzylpiperazin-1-yl)acetyl)piperidin-4-yl)-3-(4-(trifluoromethoxy)phenyl)urea). The reagents and catalysts are [Pd] (Pd/C). RXN SMILES: C([N:8]1[CH2:13][CH2:12][N:11]([CH2:14][C:15]([N:17]2[CH2:22][CH2:21][CH:20]([NH:23][C:24]([NH:26][C:27]3[CH:32]=[CH:31][C:30]([O:33][C:34]([F:37])([F:36])[F:35])=[CH:29][CH:28]=3)=[O:25])[CH2:19][CH2:18]2)=[O:16])[CH2:10][CH2:9]1)C1C=CC=CC=1>C(O)C.[Pd]>[N:11]1([CH2:14][C:15]([N:17]2[CH2:18][CH2:19][CH:20]([NH:23][C:24]([NH:26][C:27]3[CH:32]=[CH:31][C:30]([O:33][C:34]([F:37])([F:35])[F:36])=[CH:29][CH:28]=3)=[O:25])[CH2:21][CH2:22]2)=[O:16])[CH2:12][CH2:13][NH:8][CH2:9][CH2:10]1. Yield: 114.2%. Reported procedure: Compound 50 (110 mg, 0.21 mmol) was deprotected by stirring overnight with 10% Pd/C in ethanol (15 mL) under a hydrogen atmosphere. The reaction was filtered through a bed of celite and the filtrate evaporated to give intermediate 1-(1-((piperazin-1-yl)acetyl)piperidin-4-yl)-3-(4-(trifluoromethoxy)phenyl)urea (103 mg, quantitative) as a clear oil, which was used without purification and coupled with acetic acid by Method E. Flash chromatography eluted with 9:1 DCM:MeOH and recrystallization from... Solvent: C(C)O (ethanol). Yields the product N1(CCNCC1)CC(=O)N1CCC(CC1)NC(=O)NC1=CC=C(C=C1)OC(F)(F)F (1-(1-((piperazin-1-yl)acetyl)piperidin-4-yl)-3-(4-(trifluoromethoxy)phenyl)urea).